Dataset: the Open Reaction Database (ORD), a public repository of structured organic reaction records. Task: describe an organic reaction: reactants, conditions, products, and yield Reactants: CC(C)(C)N, CCOC(=O)c1c(CCCOS(C)(=O)=O)c(-c2cccs2)c2n1CCc1cc(OC)c(OC(C)C)cc1-2, O. Yields the product CCOC(=O)c1c(CCCNC(C)(C)C)c(-c2cccs2)c2n1CCc1cc(OC)c(OC(C)C)cc1-2. As a reaction SMILES: [C:38]([CH3:39])([CH3:40])([CH3:41])[NH2:42].[CH:1]([CH3:2])([CH3:3])[O:4][c:5]1[c:6]([O:36][CH3:37])[cH:7][c:8]2[c:13]([cH:14]1)-[c:12]1[n:11]([c:17]([C:18](=[O:19])[O:20][CH2:21][CH3:22])[c:16]([CH2:23][CH2:24][CH2:25][O:26][S:27]([CH3:28])(=[O:29])=[O:30])[c:15]1-[c:31]1[s:32][cH:33][cH:34][cH:35]1)[CH2:10][CH2:9]2.[OH2:43]>>[CH:1]([CH3:2])([CH3:3])[O:4][c:5]1[c:6]([O:36][CH3:37])[cH:7][c:8]2[c:13]([cH:14]1)-[c:12]1[n:11]([c:17]([C:18](=[O:19])[O:20][CH2:21][CH3:22])[c:16]([CH2:23][CH2:24][CH2:25][NH:42][C:38]([CH3:39])([CH3:40])[CH3:41])[c:15]1-[c:31]1[s:32][cH:33][cH:34][cH:35]1)[CH2:10][CH2:9]2. Starting materials: O=S(Cl)Cl, CCOC(=O)C(C(=O)[O-])c1ccccc1. Product: [Cl-], CCOC(=O)C(C(=O)[O-])c1ccccc1. Reaction SMILES: [S:16]([Cl:17])([Cl:18])=[O:19].[c:1]1([CH:7]([C:8](=[O:9])[O:10][CH2:11][CH3:12])[C:13](=[O:14])[O-:15])[cH:2][cH:3][cH:4][cH:5][cH:6]1>>[Cl-:18].[c:1]1([CH:7]([C:8](=[O:9])[O:10][CH2:11][CH3:12])[C:13](=[O:14])[O-:15])[cH:2][cH:3][cH:4][cH:5][cH:6]1.